This data is from the Open Reaction Database (ORD), a public repository of structured organic reaction records. The task is: describe an organic reaction: reactants, conditions, products, and yield Starting materials: OC1CN2CCC1CC2 (3-Hydroxy quinuclidine), FC1=CC=C(OC2=CC=C(C=C2)O)C=C1 (4-(4-fluoro-phenoxy)-phenol). The product is FC1=CC=C(OC2=CC=C(OC3CN4CCC3CC4)C=C2)C=C1 (3-[4-(4-fluorophenoxy)phenoxy]quinuclidine). As a reaction SMILES: [OH:1][CH:2]1[CH:7]2[CH2:8][CH2:9][N:4]([CH2:5][CH2:6]2)[CH2:3]1.[F:10][C:11]1[CH:24]=[CH:23][C:14]([O:15][C:16]2[CH:21]=[CH:20][C:19](O)=[CH:18][CH:17]=2)=[CH:13][CH:12]=1>>[F:10][C:11]1[CH:24]=[CH:23][C:14]([O:15][C:16]2[CH:21]=[CH:20][C:19]([O:1][CH:2]3[CH:7]4[CH2:8][CH2:9][N:4]([CH2:5][CH2:6]4)[CH2:3]3)=[CH:18][CH:17]=2)=[CH:13][CH:12]=1. Procedure details: 3-Hydroxy quinuclidine (Aldrich, 254 mg, 2 mmol) was treated with 4-(4-fluoro-phenoxy)-phenol (Aldrich, 205 mg, 1 mmol) according to the procedure of Example 1A. The title compound was purified by chromatography (SiO2, CH2Cl2:MeOH:NH3.H2O, 90:10:1, Rf. 0.45) as oil (230 mg, yield, 73%). 1H NMR (MeOH-d4, 300 MHz) δ 1.40–1.52 (m, 1H), 1.64–1.87 (m, 2H), 1.98–2.15 (m, 1H), 2.20–2.25 (m, 1H), 2.66–3.00 (m, 5H), 3.30–3.40 (m, 1H), 4.48(m, 1H), 6.61 (dt, J=10.5, 2.4 Hz, 1H), 6.71(dd, J=8.1, 2.3 Hz, 1H... Reactants: resultant mixture, CCOCC (Ether), [Si](C1=CC=CC=C1)(C1=CC=CC=C1)(C(C)(C)C)OC[C@@H]1[C@H](C[C@@H](O1)N1C(=O)NC(=O)C(C)=C1)O (5'-O-tert-Butyldiphenylsilylthymidine), CCN(C(C)C)C(C)C (Hunig's base), ClCOCC1=CC=CC=C1 (benzyl chloromethyl ether). Run in C(Cl)Cl (CH2Cl2). Reaction conditions: time 14 hour. Yields the product C(C1=CC=CC=C1)OC[C@@]1(C[C@H](O)[C@@H](CO[Si](C2=CC=CC=C2)(C2=CC=CC=C2)C(C)(C)C)O1)N1C(=O)NC(=O)C(C)=C1 (Benzyloxymethyl-5'-O-tert-butyldiphenylsilylthymidine). Isolated yield 88.0%. As a reaction SMILES: [Si:1]([O:18][CH2:19][C@H:20]1[O:24][C@@H:23]([N:25]2[CH:33]=[C:31]([CH3:32])[C:29](=[O:30])[NH:28][C:26]2=[O:27])[CH2:22][C@@H:21]1[OH:34])([C:14]([CH3:17])([CH3:16])[CH3:15])([C:8]1[CH:13]=[CH:12][CH:11]=[CH:10][CH:9]=1)[C:2]1[CH:7]=[CH:6][CH:5]=[CH:4][CH:3]=1.CCN(C(C)C)C(C)C.Cl[CH2:45][O:46][CH2:47][C:48]1[CH:53]=[CH:52][CH:51]=[CH:50][CH:49]=1.CCOCC>C(Cl)Cl>[CH2:47]([O:46][CH2:45][C@@:23]1([N:25]2[CH:33]=[C:31]([CH3:32])[C:29](=[O:30])[NH:28][C:26]2=[O:27])[O:24][C@H:20]([CH2:19][O:18][Si:1]([C:14]([CH3:15])([CH3:17])[CH3:16])([C:2]2[CH:7]=[CH:6][CH:5]=[CH:4][CH:3]=2)[C:8]2[CH:13]=[CH:12][CH:11]=[CH:10][CH:9]=2)[C@@H:21]([OH:34])[CH2:22]1)[C:48]1[CH:53]=[CH:52][CH:51]=[CH:50][CH:49]=1. Procedure details: To a stirred solution of 2 (117.0 g, 243.8 mmol) and Hunig's base (diisopropylethylamine, 63.0 g, 487.5 mmol) in CH2Cl2 (400 mL) at 23° C. was added a solution of benzyl chloromethyl ether (40.7 g, 260.0 mmol) over a 15 min. period. The resultant mixture was maintained at 23° C. and stirred for 14 h. Ether (1 L) was added to the mixture and the ethereal solution was washed with 10% aqueous HCl (2×100 mL) and H2O (200 mL). The organic layer was dried (MgSO4) and concentrated under reduced pressur... Run at time 10 minute. Product: ClCCC(=O)C=1C=CC2=C(CCO2)C1 (3-chloro-1-(2,3-dihydrobenzofuran-5-yl)propan-1-one). Starting materials: [Al+3].[Cl-].[Cl-].[Cl-] (AlCl3), ClCCC(=O)Cl (3-chloropropanoyl chloride), O1CCC2=C1C=CC=C2 (2,3-dihydrobenzofuran). Reported procedure: To a solution of AlCl3 (2.22 g, 1.0 eq) in 50 mL CH2Cl2 was added 3-chloropropanoyl chloride (2.54 g, 1.2 eq) dropwise. The mixture was stirred at rt for 10 min, then 2,3-dihydrobenzofuran (2.0 g, 1.0 eq) was added. After stirring at rt overnight, the mixture was quenched with cold water and then extracted with CH2Cl2. The extract was dried over Na2SO4, filtered, the filtrate was concentrated and purified by column chromatography on silica gel to give the desired product (1.5 g, 62%). 1H NMR (40... The solvent is C(Cl)Cl (CH2Cl2). Yield: 42.8%. As a reaction SMILES: [Al+3].[Cl-].[Cl-].[Cl-].[Cl:5][CH2:6][CH2:7][C:8](Cl)=[O:9].[O:11]1[C:15]2[CH:16]=[CH:17][CH:18]=[CH:19][C:14]=2[CH2:13][CH2:12]1>C(Cl)Cl>[Cl:5][CH2:6][CH2:7][C:8]([C:18]1[CH:17]=[CH:16][C:15]2[O:11][CH2:12][CH2:13][C:14]=2[CH:19]=1)=[O:9] |f:0.1.2.3|.